Dataset: the Open Reaction Database (ORD), a public repository of structured organic reaction records. Task: describe an organic reaction: reactants, conditions, products, and yield Reactants: Nc1ccc(Br)cn1, C=C[Sn](CCCC)(CCCC)CCCC, Cc1ccccc1C, c1ccc(P(c2ccccc2)(c2ccccc2)[Pd](P(c2ccccc2)(c2ccccc2)c2ccccc2)(P(c2ccccc2)(c2ccccc2)c2ccccc2)P(c2ccccc2)(c2ccccc2)c2ccccc2)cc1. Product: C=Cc1ccc(N)nc1. Reaction SMILES: [Br:1][c:2]1[cH:3][cH:4][c:5]([NH2:8])[n:6][cH:7]1.[CH2:9]([CH2:10][CH2:22][CH3:23])[Sn:11]([CH2:12][CH2:13][CH2:14][CH3:15])([CH2:16][CH2:17][CH2:18][CH3:19])[CH:20]=[CH2:21].[c:24]1([CH3:25])[c:26]([CH3:27])[cH:28][cH:29][cH:30][cH:31]1.[cH:32]1[cH:33][cH:34][c:35]([P:36]([Pd:37]([P:38]([c:39]2[cH:40][cH:41][cH:42][cH:43][cH:44]2)([c:45]2[cH:46][cH:47][cH:48][cH:49][cH:50]2)[c:51]2[cH:52][cH:53][cH:54][cH:55][cH:56]2)([P:57]([c:58]2[cH:59][cH:60][cH:61][cH:62][cH:63]2)([c:64]2[cH:65][cH:66][cH:67][cH:68][cH:69]2)[c:70]2[cH:71][cH:72][cH:73][cH:74][cH:75]2)[P:76]([c:77]2[cH:78][cH:79][cH:80][cH:81][cH:82]2)([c:83]2[cH:84][cH:85][cH:86][cH:87][cH:88]2)[c:89]2[cH:90][cH:91][cH:92][cH:93][cH:94]2)([c:95]2[cH:96][cH:97][cH:98][cH:99][cH:100]2)[c:101]2[cH:102][cH:103][cH:104][cH:105][cH:106]2)[cH:107][cH:108]1>>[c:2]1([CH:9]=[CH2:10])[cH:3][cH:4][c:5]([NH2:8])[n:6][cH:7]1. The reactants are CC(C)N=C=NC(C)C, Cl, CN(C)C=O, O, On1nnc2ccccc21, NCC1COc2ccc(O)cc2O1, O=C(O)CCc1c[nH]c2ccccc12. Product: Oc1ccc2c(c1)OC(CNCCCc1c[nH]c3ccccc13)CO2. As a reaction SMILES: [CH3:26][CH:27]([N:28]=[C:29]=[N:30][CH:31]([CH3:32])[CH3:33])[CH3:34].[ClH:35].[O:49]=[CH:50][N:51]([CH3:52])[CH3:53].[OH2:15].[OH:16][n:17]1[c:18]2[cH:19][cH:20][cH:21][cH:22][c:23]2[n:24][n:25]1.[OH:36][c:37]1[cH:38][cH:39][c:40]2[c:41]([cH:48]1)[O:42][CH:43]([CH2:46][NH2:47])[CH2:44][O:45]2.[nH:1]1[cH:2][c:3]([CH2:10][CH2:11][C:12]([OH:13])=[O:14])[c:4]2[cH:5][cH:6][cH:7][cH:8][c:9]12>>[nH:1]1[cH:2][c:3]([CH2:10][CH2:11][CH2:12][NH:47][CH2:46][CH:43]2[O:42][c:41]3[c:40]([cH:39][cH:38][c:37]([OH:36])[cH:48]3)[O:45][CH2:44]2)[c:4]2[cH:5][cH:6][cH:7][cH:8][c:9]12. Starting materials: BrC1=CC=C(C=C1)C1NC(CC2=CC=CC=C12)=O (1-(4-bromophenyl)-1,4-dihydroisoquinol-3-one), cuprous cyanide, CN1C(CCC1)=O (N-methylpyrrolidinone). The solvent is C(CN)N (ethylenediamine). The product is C(#N)C1=CC=C(C=C1)C1NC(CC2=CC=CC=C12)=O (1-(4-Cyanophenyl)-1,4-dihydroisoquinol-3-one). Isolated yield 68.0%. RXN SMILES: Br[C:2]1[CH:7]=[CH:6][C:5]([CH:8]2[C:17]3[C:12](=[CH:13][CH:14]=[CH:15][CH:16]=3)[CH2:11][C:10](=[O:18])[NH:9]2)=[CH:4][CH:3]=1.[CH3:19][N:20]1CCCC1=O>C(N)CN>[C:19]([C:2]1[CH:7]=[CH:6][C:5]([CH:8]2[C:17]3[C:12](=[CH:13][CH:14]=[CH:15][CH:16]=3)[CH2:11][C:10](=[O:18])[NH:9]2)=[CH:4][CH:3]=1)#[N:20]. Procedure details: A solution of 1-(4-bromophenyl)-1,4-dihydroisoquinol-3-one (15.1 g, 50 mmol) and cuprous cyanide (8.95 g, 100 mmol) in N-methylpyrrolidinone (150 ml) was heated under reflux under a nitrogen atmosphere for 2 h. The solution was cooled and diluted with 10% aqueous ethylenediamine solution (1000 ml), then extracted with ethyl acetate (4×250 ml). The combined extracts were washed with water (4×250 ml) and brine (250 ml), then dried (MgSO4) and evaporated to dryness to leave a pale brown solid which... The reactants are C(Cl)C1CO1 (Epichlorohydrin), C=1(C(O)=CC=C(C=CC)C1)OC (isoeugenol), [OH-].[Na+] (NaOH). Solvent: C(C)O (ethanol). Product: O1C=2C=C(C(=CC2C1=CC)OC)O (4-epoxy isoeugenol). As a reaction SMILES: C(C1[O:5]C1)Cl.[C:6]1([O:16][CH3:17])[C:7](=[CH:9][CH:10]=[C:11]([CH:15]=1)[CH:12]=[CH:13][CH3:14])[OH:8].[OH-].[Na+]>C(O)C>[O:5]1[C:12](=[CH:13][CH3:14])[C:11]2[CH:15]=[C:6]([O:16][CH3:17])[C:7]([OH:8])=[CH:9][C:10]1=2 |f:2.3|. Reported procedure: To manufacture this combination Epichlorohydrin was mixed with isoeugenol and NaOH dissolved in ethanol and boiled to reflux for 2–6 hours. Ethanol was then removed from the resulting mixture and the mixture was passed through silica gel column eluted with n-hexane and ethyl acetate, and dried with reduced pressure, to obtain 4-epoxy isoeugenol. Starting materials: C1(=CC=CC=C1)NCC(=O)NC1=CC(=C(C=C1)S(N)(=O)=O)C(F)(F)F (2-Phenylamino-N-(3-trifluoromethyl-4-sulphamoylphenyl)-acetamide), C(C)O (ethanol), C=O (paraformaldehyde). Solvent: O (water). Product: C1(=CC=CC=C1)N1CN(C(C1)=O)C1=CC(=C(C=C1)S(N)(=O)=O)C(F)(F)F (1-Phenyl-3-(3-trifluormethyl-4-sulphamoylphenyl)-imidazolidin-4-one). Reaction SMILES: [C:1]1([NH:7][CH2:8][C:9]([NH:11][C:12]2[CH:17]=[CH:16][C:15]([S:18](=[O:21])(=[O:20])[NH2:19])=[C:14]([C:22]([F:25])([F:24])[F:23])[CH:13]=2)=[O:10])[CH:6]=[CH:5][CH:4]=[CH:3][CH:2]=1.[CH2:26](O)C.C=O>O>[C:1]1([N:7]2[CH2:8][C:9](=[O:10])[N:11]([C:12]3[CH:17]=[CH:16][C:15]([S:18](=[O:21])(=[O:20])[NH2:19])=[C:14]([C:22]([F:25])([F:23])[F:24])[CH:13]=3)[CH2:26]2)[CH:6]=[CH:5][CH:4]=[CH:3][CH:2]=1. Procedure: 2-Phenylamino-N-(3-trifluoromethyl-4-sulphamoylphenyl)-acetamide (11.2g) was added to ethanol (200 ml) and paraformaldehyde (1.3g) in water (400 ml) added thereto under reflux. The mixture was refluxed 11/2 hr, cooled and worked up as in Example 6(c) to yield 11,8 g, m.p. 235°-238°.